This data is from the Open Reaction Database (ORD), a public repository of structured organic reaction records. The task is: describe an organic reaction: reactants, conditions, products, and yield Reactants: CCN(CC)CCN, O=C(Cl)c1ccc(F)cc1, C1CCOC1. The product is CCN(CC)CCNC(=O)c1ccc(F)cc1. Reaction SMILES: [CH2:11]([CH3:12])[N:13]([CH2:14][CH2:15][NH2:16])[CH2:17][CH3:18].[F:1][c:2]1[cH:3][cH:4][c:5]([C:6](=[O:7])[Cl:8])[cH:9][cH:10]1.[O:19]1[CH2:20][CH2:21][CH2:22][CH2:23]1>>[F:1][c:2]1[cH:3][cH:4][c:5]([C:6](=[O:7])[NH:16][CH2:15][CH2:14][N:13]([CH2:11][CH3:12])[CH2:17][CH3:18])[cH:9][cH:10]1.